describe an organic reaction: reactants, conditions, products, and yield From a dataset of the Open Reaction Database (ORD), a public repository of structured organic reaction records. Reactants: [Cl-].[Ca+2].[Cl-] (calcium chloride), C(C1=CC=CC=C1)OC1=C(C=CC=C1)CC (1-benzyloxy-2-ethylbenzene), ice water, [Sn](Cl)(Cl)(Cl)Cl (tin (IV) chloride), COC(Cl)Cl (dichloromethyl methyl ether). The solvent is CCCCCC (hexane), ClCCCl (1,2-dichloroethane), ClCCCl (1,2-dichloroethane). Run at time 10 minute. Yields the product C(C1=CC=CC=C1)OC1=C(C=C(C=O)C=C1)CC (4-benzyloxy-3-ethylbenzaldehyde). As a reaction SMILES: [CH3:1][O:2]C(Cl)Cl.[Sn](Cl)(Cl)(Cl)Cl.[CH2:11]([O:18][C:19]1[CH:24]=[CH:23][CH:22]=[CH:21][C:20]=1[CH2:25][CH3:26])[C:12]1[CH:17]=[CH:16][CH:15]=[CH:14][CH:13]=1.[Cl-].[Ca+2].[Cl-]>ClCCCl.CCCCCC>[CH2:11]([O:18][C:19]1[CH:24]=[CH:23][C:22]([CH:1]=[O:2])=[CH:21][C:20]=1[CH2:25][CH3:26])[C:12]1[CH:13]=[CH:14][CH:15]=[CH:16][CH:17]=1 |f:3.4.5|. Reported procedure: In 25 g of 1,2-dichloroethane was dissolved 3.25 g (28 mmol) of dichloromethyl methyl ether, and the solution was chilled with ice-water. Here was added dropwise 7.36 g (28 mmol) of anhydrous tin (IV) chloride, and the mixture was stirred for 10 minutes. Here was added dropwise 5.00 g (23.55 mmol) of 1-benzyloxy-2-ethylbenzene obtained in Step 2 dissolved in 1,2-dichloroethane, and the mixture was stirred at ambient temperature for 5 hours. To the reaction mixture, aqueous solution of calcium ch...